From a dataset of the Open Reaction Database (ORD), a public repository of structured organic reaction records. describe an organic reaction: reactants, conditions, products, and yield Starting materials: COC(C1=CN=C(C=C1)OCC=1C(=NOC1C)CCCC)=O (6-(3-butyl-5-methyl-isoxazol-4-ylmethoxy)-nicotinic acid methyl ester), NC(CO)(C)C (2-amino-2-methyl-1-propanol). Product: C(CCC)C1=NOC(=C1COC1=NC=C(C(=O)NC(CO)(C)C)C=C1)C (6-((3-Butyl-5-methyl-isoxazol-4-yl)methoxy)-N-(2-hydroxy-1,1-dimethyl-ethyl)-nicotinamide). Yield: 29.0%. RXN SMILES: CO[C:3](=[O:22])[C:4]1[CH:9]=[CH:8][C:7]([O:10][CH2:11][C:12]2[C:13]([CH2:18][CH2:19][CH2:20][CH3:21])=[N:14][O:15][C:16]=2[CH3:17])=[N:6][CH:5]=1.[NH2:23][C:24]([CH3:28])([CH3:27])[CH2:25][OH:26]>>[CH2:18]([C:13]1[C:12]([CH2:11][O:10][C:7]2[CH:8]=[CH:9][C:4]([C:3]([NH:23][C:24]([CH3:28])([CH3:27])[CH2:25][OH:26])=[O:22])=[CH:5][N:6]=2)=[C:16]([CH3:17])[O:15][N:14]=1)[CH2:19][CH2:20][CH3:21]. Reported procedure: As described for example 5d, 6-(3-butyl-5-methyl-isoxazol-4-ylmethoxy)-nicotinic acid methyl ester (537 mg, 1.5 mmol) was converted, using 2-amino-2-methyl-1-propanol instead of isopropylamine, to the title compound (155 mg, 29%) which was obtained as a white solid after purification by chromatography (silica, 0 to 60% ethyl acetate in heptane). MS: m/e=362.4 [M+H]+. Starting materials: C(CC)=O (propionaldehyde), C(#N)[BH3-].[Na+] (sodium cyanoborohydride), C(#N)[BH3-].[Na+] (sodium cyanoborohydride), C(C)NCC#CC(CCCCN1C(=O)N(C=2N=CN(C2C1=O)CCC)C)(C)O (1-(8-Ethylamino-5-hydroxy-5-methyl-6-octynyl)-3-methyl-7-propylxanthine), C(C)O (ethanol), C(#N)[BH3-].[Na+] (sodium cyanoborohydride), C(CC)=O (propionaldehyde). Conditions: temperature -78 celsius. The product is C(C)CC#CC(CCCC(N1C(=O)N(C=2N=CN(C2C1=O)CCC)C)NCCC)(C)O (1-(8-Ethylpropylamino-5-hydroxy-5-methyl-6-octynyl)-3-methyl-7-propylxanthine). Reaction SMILES: C(N[CH2:4][C:5]#[C:6][C:7]([OH:28])([CH3:27])[CH2:8][CH2:9][CH2:10][CH2:11][N:12]1[C:21](=[O:22])[C:20]2[N:19]([CH2:23][CH2:24][CH3:25])[CH:18]=[N:17][C:16]=2[N:15]([CH3:26])[C:13]1=[O:14])C.[CH:29](=O)[CH2:30][CH3:31].C([BH3-])#[N:34].[Na+].[CH2:37](O)[CH3:38]>>[CH2:37]([CH2:4][C:5]#[C:6][C:7]([OH:28])([CH3:27])[CH2:8][CH2:9][CH2:10][CH:11]([NH:34][CH2:29][CH2:30][CH3:31])[N:12]1[C:21](=[O:22])[C:20]2[N:19]([CH2:23][CH2:24][CH3:25])[CH:18]=[N:17][C:16]=2[N:15]([CH3:26])[C:13]1=[O:14])[CH3:38] |f:2.3|. Procedure: 650 mg (1.67 mmol) of 1-(8-ethylamino-5-hydroxy-5-methyl-6-octynyl)-3-methyl-7-propylxanthine from Example 23 were dissolved in 30 ml of ethanol. After cooling to -78° C., 602 μl (8.34 mmol) of propionaldehyde were added and, after warming to 0° C., 105 mg (1.67 mmol) of sodium cyanoborohydride were added. In order to complete the reaction, a spatula tip of sodium cyanoborohydride was added after 2 hours, and a further 602 μl (8.34 mmol) of propionaldehyde and 105 mg (1.67 mmol) of sodium cyanob... Reaction SMILES: [CH3:32][Si:33]([CH2:34][CH2:35][O:36][CH2:37][Cl:38])([CH3:39])[CH3:40].[CH:23]([N:24]([CH:25]([CH3:26])[CH3:27])[CH2:28][CH3:29])([CH3:30])[CH3:31].[Cl:1][c:2]1[c:3]([S:9](=[O:10])(=[O:11])[NH:12][c:13]2[n:14][cH:15][c:16]([CH2:21][OH:22])[n:17][c:18]2[O:19][CH3:20])[cH:4][cH:5][cH:6][c:7]1[Cl:8].[Cl:41][CH2:42][Cl:43]>>[Cl:1][c:2]1[c:3]([S:9](=[O:10])(=[O:11])[N:12]([c:13]2[n:14][cH:15][c:16]([CH2:21][OH:22])[n:17][c:18]2[O:19][CH3:20])[CH2:37][O:36][CH2:35][CH2:34][Si:33]([CH3:32])([CH3:39])[CH3:40])[cH:4][cH:5][cH:6][c:7]1[Cl:8]. Starting materials: C[Si](C)(C)CCOCCl, CCN(C(C)C)C(C)C, COc1nc(CO)cnc1NS(=O)(=O)c1cccc(Cl)c1Cl, ClCCl. Yields the product COc1nc(CO)cnc1N(COCC[Si](C)(C)C)S(=O)(=O)c1cccc(Cl)c1Cl.